This data is from the Open Reaction Database (ORD), a public repository of structured organic reaction records. The task is: describe an organic reaction: reactants, conditions, products, and yield Reactants: BrC1=CC(=C(C=C1)NS(=O)(=O)C)C (N-(4-bromo-2-methylphenyl)methanesulfonamide), B1(OC(C(O1)(C)C)(C)C)B2OC(C(O2)(C)C)(C)C (bis(pinacolato)diboron), BrC=1C=2C3=C(C(NC2C=CC1OC)=O)SC=C3 (9-bromo-8-methoxythieno[2,3-c]quinolin-4(5H)-one). The product is COC1=C(C=2C3=C(C(NC2C=C1)=O)SC=C3)C3=CC(=C(C=C3)NS(=O)(=O)C)C (N-[4-(8-Methoxy-4-oxo-4,5-dihydrothieno[2,3-c]quinolin-9-yl)-2-methylphenyl]methanesulfonamide). Yield: 27.3%. RXN SMILES: Br[C:2]1[CH:7]=[CH:6][C:5]([NH:8][S:9]([CH3:12])(=[O:11])=[O:10])=[C:4]([CH3:13])[CH:3]=1.B1(B2OC(C)(C)C(C)(C)O2)OC(C)(C)C(C)(C)O1.Br[C:33]1[C:34]2[C:35]3[CH:48]=[CH:47][S:46][C:36]=3[C:37](=[O:45])[NH:38][C:39]=2[CH:40]=[CH:41][C:42]=1[O:43][CH3:44]>>[CH3:44][O:43][C:42]1[CH:41]=[CH:40][C:39]2[NH:38][C:37](=[O:45])[C:36]3[S:46][CH:47]=[CH:48][C:35]=3[C:34]=2[C:33]=1[C:2]1[CH:7]=[CH:6][C:5]([NH:8][S:9]([CH3:12])(=[O:11])=[O:10])=[C:4]([CH3:13])[CH:3]=1. Procedure details: Following General Procedure E, N-(4-bromo-2-methylphenyl)methanesulfonamide (130 mg, 0.50 mmol) was reacted with bis(pinacolato)diboron (140 mg, 0.55 mmol) to afford the crude boronic ester which was reacted with 9-bromo-8-methoxythieno[2,3-c]quinolin-4(5H)-one (140 mg, 0.45 mmol) to afford the desired product (51 mg, 27%) as a brown solid: ESI MS m/z 415 [C20H18N2O4S2+H]+. Starting materials: Cl.C(CCCC=C)(OC)=N (methyl 5-hexenimidoate hydrochloride), CN (methylamine), CCO (EtOH). Solvent: CO (MeOH). Reaction conditions: time 8 hour. Yields the product Cl.CNC(CCCC=C)=NC (N,N′-dimethyl-5-hexen imidamide hydrochloride). RXN SMILES: [ClH:1].[C:2](=[NH:10])(OC)[CH2:3][CH2:4][CH2:5][CH:6]=[CH2:7].[CH3:11][NH2:12].[CH3:13]CO>CO>[ClH:1].[CH3:11][NH:12][C:2](=[N:10][CH3:13])[CH2:3][CH2:4][CH2:5][CH:6]=[CH2:7] |f:0.1,5.6|. Procedure details: To a solution of methyl 5-hexenimidoate hydrochloride (4.63 g, 28 mmol, Prep. 1) in MeOH (20 ml) was added methylamine 8M in EtOH (142 mmol). The solution was heated to reflux for 6 h and stirred overnight at r.t. Volatiles were evaporated in vacuo to give 4.4 g of the title compound as pale yellow oil, which was used without further purification. Starting materials: O=C1C(=CN(C=2N=CN=CC21)CC)C(=O)OCC (5-oxo-6-carbethoxy-8-ethyl-5,8-dihydro-pyrido(2,3-d)-pyrimidine), solution, C(=O)([O-])[O-].[Na+].[Na+] (Na2CO3). The solvent is C(C)(=O)O (acetic acid). Yields the product O=C1C(=CN(C=2N=CN=CC21)CC)C(=O)O (5-oxo-8-ethyl-5,8-dihydro-pyrido(2,3-d)pyrimidine-6-carboxylic acid). Reaction SMILES: [O:1]=[C:2]1[C:11]2[CH:10]=[N:9][CH:8]=[N:7][C:6]=2[N:5]([CH2:12][CH3:13])[CH:4]=[C:3]1[C:14]([O:16]CC)=[O:15].C([O-])([O-])=O.[Na+].[Na+]>C(O)(=O)C>[O:1]=[C:2]1[C:11]2[CH:10]=[N:9][CH:8]=[N:7][C:6]=2[N:5]([CH2:12][CH3:13])[CH:4]=[C:3]1[C:14]([OH:16])=[O:15] |f:1.2.3|. Reported procedure: 0.6 g. of this ester and 10 cm3 of a 10% solution of Na2CO3 are heated under reflux for 20 minutes. After cooling, the solution is acidified by means of acetic acid. The precipitate (0.5 g.) is filtered off and recrystallised from water. 0.2 g. of 5-oxo-8-ethyl-5,8-dihydro-pyrido(2,3-d)pyrimidine-6-carboxylic acid is obtained, melting point 225° C. (decomposition).